Dataset: the Open Reaction Database (ORD), a public repository of structured organic reaction records. Task: describe an organic reaction: reactants, conditions, products, and yield Reactants: ClCCl, CSc1ccc(COC(=O)N2CCN(CC3(C)Cn4cc([N+](=O)[O-])nc4O3)CC2)cc1, O=C(OO)c1cccc(Cl)c1. Yields the product CS(=O)c1ccc(COC(=O)N2CCN(CC3(C)Cn4cc([N+](=O)[O-])nc4O3)CC2)cc1. Reaction SMILES: [CH2:43]([Cl:44])[Cl:45].[CH3:1][C:2]1([CH2:13][N:14]2[CH2:15][CH2:16][N:17]([C:20](=[O:21])[O:22][CH2:23][c:24]3[cH:25][cH:26][c:27]([S:30][CH3:31])[cH:28][cH:29]3)[CH2:18][CH2:19]2)[CH2:3][n:4]2[c:5]([n:7][c:8]([N+:10](=[O:11])[O-:12])[cH:9]2)[O:6]1.[Cl:32][c:33]1[cH:34][cH:35][cH:36][c:37]([C:38]([O:39][OH:41])=[O:40])[cH:42]1>>[CH3:1][C:2]1([CH2:13][N:14]2[CH2:15][CH2:16][N:17]([C:20](=[O:21])[O:22][CH2:23][c:24]3[cH:25][cH:26][c:27]([S:30]([CH3:31])=[O:40])[cH:28][cH:29]3)[CH2:18][CH2:19]2)[CH2:3][n:4]2[c:5]([n:7][c:8]([N+:10](=[O:11])[O-:12])[cH:9]2)[O:6]1.